This data is from the Open Reaction Database (ORD), a public repository of structured organic reaction records. The task is: describe an organic reaction: reactants, conditions, products, and yield Starting materials: N1C=NC=C1 (Imidazole), C1(=CC=CC=C1)P(C1=CC=CC=C1)C1=CC=CC=C1 (triphenyl phosphine), II (iodine), C1(CC1)C=1OC=2C(N1)=C(C(=C(C2C(CC=C)CO)C2=CC=CC=C2)C)C#N (2-cyclopropyl-7-(1-hydroxymethylbut-3-enyl)-5-methyl-6-phenyl-1,3-benzoxazole-4-carbonitrile), S(=S)(=O)([O-])[O-].[Na+].[Na+] (sodium thiosulfate). Run in C1=CC=CC=C1 (benzene). Conditions: time 20 hour. Yields the product C1(CC1)C=1OC=2C(N1)=C(C(=C(C2C(CC=C)CI)C2=CC=CC=C2)C)C#N (2-Cyclopropyl-7-(1-iodomethylbut-3-enyl)-5-methyl-6-phenyl-1,3-benzoxazole-4-carbonitrile). The yield is 80.3%. RXN SMILES: N1C=CN=C1.C1(P(C2C=CC=CC=2)C2C=CC=CC=2)C=CC=CC=1.[I:25]I.[CH:27]1([C:30]2[O:31][C:32]3[C:33](=[C:35]([C:52]#[N:53])[C:36]([CH3:51])=[C:37]([C:45]4[CH:50]=[CH:49][CH:48]=[CH:47][CH:46]=4)[C:38]=3[CH:39]([CH2:43]O)[CH2:40][CH:41]=[CH2:42])[N:34]=2)[CH2:29][CH2:28]1.S([O-])([O-])(=O)=S.[Na+].[Na+]>C1C=CC=CC=1>[CH:27]1([C:30]2[O:31][C:32]3[C:33](=[C:35]([C:52]#[N:53])[C:36]([CH3:51])=[C:37]([C:45]4[CH:50]=[CH:49][CH:48]=[CH:47][CH:46]=4)[C:38]=3[CH:39]([CH2:43][I:25])[CH2:40][CH:41]=[CH2:42])[N:34]=2)[CH2:29][CH2:28]1 |f:4.5.6|. Procedure details: Imidazole (321 mg, 4.71 mmol), triphenyl phosphine (1.235 g, 4.71 mmol) and then iodine (956 mg, 3.77 mmol) were added to a solution of 2-cyclopropyl-7-(1-hydroxymethylbut-3-enyl)-5-methyl-6-phenyl-1,3-benzoxazole-4-carbonitrile (I-297) (675 mg, 1.88 mmol) dissolved in benzene (20 ml). The solution was stirred under nitrogen atmosphere at room temperature for 20 hours, then aqueous saturated sodium thiosulfate solution was added, followed by stirring at the same temperature for 10 minutes. The a...